Dataset: the Open Reaction Database (ORD), a public repository of structured organic reaction records. Task: describe an organic reaction: reactants, conditions, products, and yield Starting materials: KHCO3, CCN(C(C)C)C(C)C (DIPEA), C(CCl)Cl (EDC), NC=1C=C(C(=NC1)Cl)C1(COCC(N1)=S)CF (5-(5-amino-2-chloro-pyridin-3-yl)-5-fluoromethyl-morpholine-3-thione), BrC=1C=CC(=NC1)C(=O)O (5-bromo-pyridine-2-carboxylic acid), C1=CC2=C(N=C1)N(N=N2)O (HOAt). Run in CN(C)C=O (DMF). Conditions: temperature 0 celsius, time 10 minute. The product is ClC1=C(C=C(C=N1)NC(=O)C1=NC=C(C=C1)Br)C1(NC(COC1)=S)CF (5-Bromo-pyridine-2-carboxylic acid [6-chloro-5-(3-fluoromethyl-5-thioxo-morpholin-3-yl)-pyridin-3-yl]-amide). Reaction SMILES: [NH2:1][C:2]1[CH:3]=[C:4]([C:9]2([CH2:16][F:17])[NH:14][C:13](=[S:15])[CH2:12][O:11][CH2:10]2)[C:5]([Cl:8])=[N:6][CH:7]=1.[Br:18][C:19]1[CH:20]=[CH:21][C:22]([C:25](O)=[O:26])=[N:23][CH:24]=1.C1C=NC2N(O)N=NC=2C=1.CCN(C(C)C)C(C)C.C(Cl)CCl>CN(C=O)C>[Cl:8][C:5]1[N:6]=[CH:7][C:2]([NH:1][C:25]([C:22]2[CH:21]=[CH:20][C:19]([Br:18])=[CH:24][N:23]=2)=[O:26])=[CH:3][C:4]=1[C:9]1([CH2:16][F:17])[CH2:10][O:11][CH2:12][C:13](=[S:15])[NH:14]1. Procedure: A solution of 5-(5-amino-2-chloro-pyridin-3-yl)-5-fluoromethyl-morpholine-3-thione (33 mg, 0.12 mmol), 5-bromo-pyridine-2-carboxylic acid (36 mg, 0.18 mmol) and HOAt (29 mg, 0.215 mmol) in DMF (0.4 ml) was cooled to 0° C. and DIPEA (0.042 ml, 0.24 mmol) and EDC (34 mg, 0.18 mmol) were added, the reaction mixture was stirred at 0° C. for 10 min, then allowed to warm to room temperature over night. At 0° C. aq. 1M KHCO3 was added and the mixture extracted with toluene. The combined organic layers ... The reactants are C(C(C)C)=O (isobutyraldehyde), N1CCC(CC1)OC1=CC=C(C=C1)NC(=O)N1CC=2C=NC=CC2C1 (N-(4-(piperidin-4-yloxy)phenyl)-1H-pyrrolo[3,4-c]pyridine-2(3H)-carboxamide), N1CCC(=CC1)C1=CC=C(C=C1)NC(=O)N1CC2=CC=CC=C2C1 (N-(4-(1,2,3,6-tetrahydropyridin-4-yl)phenyl)isoindoline-2-carboxamide). Yields the product O1C(CCC1)CN1CCC(CC1)OC1=CC=C(C=C1)NC(=O)N1CC=2C=NC=CC2C1 (N-(4-{[1-(tetrahydrofuran-2-ylmethyl)piperidin-4-yl]oxy}phenyl)-1,3-dihydro-2H-pyrrolo[3,4-c]pyridine-2-carboxamide). Reaction SMILES: [CH:1](=[O:5])[CH:2](C)[CH3:3].[NH:6]1[CH2:11][CH2:10][CH:9]([O:12][C:13]2[CH:18]=[CH:17][C:16]([NH:19][C:20]([N:22]3[CH2:30][C:29]4[CH:28]=[CH:27][N:26]=[CH:25][C:24]=4[CH2:23]3)=[O:21])=[CH:15][CH:14]=2)[CH2:8][CH2:7]1.N1CC=C(C2C=CC(NC(N3CC4C(=CC=CC=4)C3)=O)=CC=2)[CH2:33][CH2:32]1>>[O:5]1[CH2:1][CH2:2][CH2:3][CH:32]1[CH2:33][N:6]1[CH2:11][CH2:10][CH:9]([O:12][C:13]2[CH:18]=[CH:17][C:16]([NH:19][C:20]([N:22]3[CH2:30][C:29]4[CH:28]=[CH:27][N:26]=[CH:25][C:24]=4[CH2:23]3)=[O:21])=[CH:15][CH:14]=2)[CH2:8][CH2:7]1. Procedure: The title compound was prepared as described in Example 429, substituting tetrahydrofuran-2-carbaldehyde for isobutyraldehyde and N-(4-(piperidin-4-yloxy)phenyl)-1H-pyrrolo[3,4-c]pyridine-2(3H)-carboxamide for N-(4-(1,2,3,6-tetrahydropyridin-4-yl)phenyl)isoindoline-2-carboxamide. 1H NMR (400 MHz, Pyridine-d5. Temp=90° C.) δ ppm 8.53-8.59 (m, 2H) 8.07 (s, 1H) 7.73 (d, J=9.16 Hz, 2H) 7.10 (d, J=5.49 Hz, 1H) 6.97-7.02 (m, 2H) 4.80-4.87 (m, 4H) 4.03 (d, J=11.60 Hz, 1H) 3.77-3.84 (m, 1H) 3.61-3.69 (m... Reactants: O(C1=CC=CC=C1)C=1C=C(C=CC1)C (Meta-phenoxytoluene), [Se](=O)=O (selenium dioxide). Yields the product O(C1=CC=CC=C1)C=1C=C(C=O)C=CC1 (meta-phenoxy-benzaldehyde). As a reaction SMILES: [O:1]([C:8]1[CH:9]=[C:10]([CH3:14])[CH:11]=[CH:12][CH:13]=1)[C:2]1[CH:7]=[CH:6][CH:5]=[CH:4][CH:3]=1.[Se](=O)=[O:16]>>[O:1]([C:8]1[CH:9]=[C:10]([CH:11]=[CH:12][CH:13]=1)[CH:14]=[O:16])[C:2]1[CH:3]=[CH:4][CH:5]=[CH:6][CH:7]=1. Procedure details: Meta-phenoxytoluene is oxidized by selenium dioxide in the presence of a dehydration agent to yield meta-phenoxy-benzaldehyde containing less than 250 ppm dissolved selenium at a selectivity based on the toluene of about 90% or better. Reactants: P(=S)(OCC)(OCC)Cl (Diethyl chlorothiophosphate), N (ammonia), O1CCCC1 (tetrahydrofuran), S(O)(O)(=O)=O (sulphuric acid). Solvent: ClCCl (dichloromethane). Conditions: temperature 65 celsius, time 2 hour. Yields the product O(P(OCC)(=S)NP(=O)(OCC)OCC)CC (tetraethyl thioimidodiphosphate). Reaction SMILES: [P:1](Cl)([O:6][CH2:7][CH3:8])([O:3][CH2:4][CH3:5])=[S:2].[NH3:10].S(=O)(=O)(O)O.[O:16]1[CH2:20][CH2:19]CC1>ClCCl>[O:3]([CH2:4][CH3:5])[P:1]([NH:10][P:1]([O:16][CH2:20][CH3:19])([O:3][CH2:4][CH3:5])=[O:6])(=[S:2])[O:6][CH2:7][CH3:8]. Reported procedure: Diethyl chlorothiophosphate (25.04 g, supplied by Aldrich Chemical Company Ltd.) was added dropwise with stirring to a saturated solution of ammonia in tetrahydrofuran (250 cm3). Stirring was continued for two hr. The mixture was filtered to remove precipitated ammonium chloride and then concentrated by distillation of the solvent under reduced pressure to a yellow oil (diethyl thiophosphoramide, 21.0 g, 31P NMR in CDCl3, singlet, 67.4 ppm downfield of H3PO4). Without further purification, this ... Run in CO (methanol), CO (methanol), O1CCCC1 (tetrahydrofuran). The yield is 27.5%. Procedure details: Part C: (471 mg, 1.8 mmol) of triphenylphosphine and (520 mg, 1.8 mmol) of N-[1-(hydroxymethyl)-2-[(4-methoxyphenyl)sulfonyl)ethyl)acetamide were dissolved in 15 mL of tetrahydrofuran and cooled to zero C. under nitrogen atmosphere. To this was added (313 mg, 1.8 mmol) of diethyldiazodicarboxylate, followed by (140 mg, 1.8 mmol) of thioacetic acid and the solution stirred for 2 hours. The resulting clear solution was concentrated by rotory evaporation and subjected to silica gel chromatography u... Reactants: C[O-].[Na+] (sodium methoxide), C1(=CC=CC=C1)P(C1=CC=CC=C1)(C1=CC=CC=C1)=O (triphenylphosphine oxide), C(C)(=S)O (thioacetic acid), Cl (hydrochloric acid), C1(=CC=CC=C1)P(C1=CC=CC=C1)C1=CC=CC=C1 (triphenylphosphine), OCC(CS(=O)(=O)C1=CC=C(C=C1)OC)NC(C)=O (N-[1-(hydroxymethyl)-2-[(4-methoxyphenyl)sulfonyl)ethyl)acetamide), C(C)OC(=O)[N+](=[N-])C(=O)OCC (diethyldiazodicarboxylate), C(C)(=S)CC(CS(=O)(=O)C1=CC=C(C=C1)OC)NC(C)=O (N-[1-(thioacetylmethyl)-2-[(4-methoxyphenyl)sulfonyl)ethyl)acetamide). Product: SCC(CS(=O)(=O)C1=CC=C(C=C1)OC)NC(C)=O (N-[1-(mercaptomethyl)-2-[(4-methoxyphenyl)sulfonyl)ethyl)acetamide). Reaction SMILES: C1(P(C2C=CC=CC=2)C2C=CC=CC=2)C=CC=CC=1.O[CH2:21][CH:22]([NH:35][C:36](=[O:38])[CH3:37])[CH2:23][S:24]([C:27]1[CH:32]=[CH:31][C:30]([O:33][CH3:34])=[CH:29][CH:28]=1)(=[O:26])=[O:25].C(OC([N+](C(OCC)=O)=[N-])=O)C.C(O)(=[S:53])C.C1(P(=O)(C2C=CC=CC=2)C2C=CC=CC=2)C=CC=CC=1.C(CC(NC(=O)C)CS(C1C=CC(OC)=CC=1)(=O)=O)(=S)C.C[O-].[Na+].Cl>O1CCCC1.CO>[SH:53][CH2:21][CH:22]([NH:35][C:36](=[O:38])[CH3:37])[CH2:23][S:24]([C:27]1[CH:32]=[CH:31][C:30]([O:33][CH3:34])=[CH:29][CH:28]=1)(=[O:26])=[O:25] |f:6.7|. Conditions: time 2 hour. Starting materials: N1=C(C=CC=C1)C(C(=O)OCC)=O (ethyl 2-(2-pyridyl)-2-oxoacetate), C1CCOC1 (THF), C1CCOC1 (THF). Run in C1(CC1)[Mg]Br (cyclopropyl magnesium bromide). Run at time 1 hour. The product is C1(CC1)C(C(=O)OCC)(C1=NC=CC=C1)O (ethyl 2-cyclopropyl-2-(2-pyridyl)hydroxyacetate). Reaction SMILES: [N:1]1[CH:6]=[CH:5][CH:4]=[CH:3][C:2]=1[C:7](=[O:13])[C:8]([O:10][CH2:11][CH3:12])=[O:9].[CH2:14]1[CH2:18]OC[CH2:15]1>C1([Mg]Br)CC1>[CH:15]1([C:7]([OH:13])([C:2]2[CH:3]=[CH:4][CH:5]=[CH:6][N:1]=2)[C:8]([O:10][CH2:11][CH3:12])=[O:9])[CH2:14][CH2:18]1. Procedure: To a stirred solution of ethyl 2-(2-pyridyl)-2-oxoacetate (1.0 g, 5.6 mmol) in 10 mL of THF at −78° C. under nitrogen atmosphere was added in 0.92M cyclopropyl magnesium bromide in THF solution (6.7 mL, 7.3 mmol). The reaction was then allowed to equilibrate to 0° C. and stir for 1 h. The reaction was quenched with saturated NH4Cl solution and partitioned between EtOAc and water. The EtOAc layer was separated, dried over anhydrous Na2SO4, and filtered. The filtrate solvent was removed under redu...